This data is from the Open Reaction Database (ORD), a public repository of structured organic reaction records. The task is: describe an organic reaction: reactants, conditions, products, and yield Starting materials: II (iodine), [N+](=O)([O-])[O-].[NH4+].[Ce] (cerium ammonium nitrate), FC(C=1C=C(C=CC1)N1C(NC(C=C1)=O)=O)(F)F (1-(3-(trifluoromethyl)phenyl)pyrimidin-2,4(1H,3H)-dione). Solvent: C(C)#N (acetonitrile). Conditions: temperature 80 celsius. The product is IC=1C(NC(N(C1)C1=CC(=CC=C1)C(F)(F)F)=O)=O (5-iodo-1-(3-(trifluoromethyl)phenyl)pyrimidin-2,4(1H,3H)-dione). The yield is 160.9%. As a reaction SMILES: [F:1][C:2]([F:18])([F:17])[C:3]1[CH:4]=[C:5]([N:9]2[CH:14]=[CH:13][C:12](=[O:15])[NH:11][C:10]2=[O:16])[CH:6]=[CH:7][CH:8]=1.[I:19]I.[N+]([O-])([O-])=O.[NH4+].[Ce]>C(#N)C>[I:19][C:13]1[C:12](=[O:15])[NH:11][C:10](=[O:16])[N:9]([C:5]2[CH:6]=[CH:7][CH:8]=[C:3]([C:2]([F:1])([F:17])[F:18])[CH:4]=2)[CH:14]=1 |f:2.3.4|. Procedure: To a suspension of 1-(3-(trifluoromethyl)phenyl)pyrimidin-2,4(1H,3H)-dione (prepared in Reference Example 113) (5.09 g) in acetonitrile (75 ml) were added iodine (3.03 g) and cerium ammonium nitrate (6.54 g) and the resulting mixture was stirred at 80° C. for thirty minutes. The resulting mixture was cooled to 0° C. and thereto were then added ethyl acetate (150 ml), saturated saline (50 ml) and 5% sodium hydrogen sulfite solution (100 ml) so as to separate the layer. Furthermore, the aqueous la...